Dataset: the Open Reaction Database (ORD), a public repository of structured organic reaction records. Task: describe an organic reaction: reactants, conditions, products, and yield Reactants: BrC1=CC=C(C(C=O)=C1)O (5-bromosalicylaldehyde), COC1=CC=C(C=C1)C(=O)CBr (2-bromo-4-methoxyacetophenone), C([O-])([O-])=O.[K+].[K+] (potassium carbonate). The solvent is CC(=O)C (acetone). Reaction conditions: time 4 hour. The product is BrC=1C=CC2=C(C=C(O2)C(C2=CC=C(C=C2)OC)=O)C1 (5-bromo-2-(4-methoxybenzoyl)benzofuran). Isolated yield 42.6%. As a reaction SMILES: [Br:1][C:2]1[CH:9]=[C:6]([CH:7]=O)[C:5]([OH:10])=[CH:4][CH:3]=1.[CH3:11][O:12][C:13]1[CH:18]=[CH:17][C:16]([C:19]([CH2:21]Br)=[O:20])=[CH:15][CH:14]=1.C(=O)([O-])[O-].[K+].[K+]>CC(C)=O>[Br:1][C:2]1[CH:3]=[CH:4][C:5]2[O:10][C:21]([C:19](=[O:20])[C:16]3[CH:17]=[CH:18][C:13]([O:12][CH3:11])=[CH:14][CH:15]=3)=[CH:7][C:6]=2[CH:9]=1 |f:2.3.4|. Procedure details: To 150 ml of acetone were suspended 20 g of 5-bromosalicylaldehyde, 22.9 g of 2-bromo-4-methoxyacetophenone and 27.6 g of anhydrous potassium carbonate. After stirring at room temperature for 4 hours, the resulting reaction solution was concentrated to dryness, and then mixed with water to collect precipitated crystals by filtration. After washing with water and subsequent recrystallization from ethanol, 14.02 g of 5-bromo-2-(4-methoxybenzoyl)benzofuran was obtained in the form of colorless pris... Reactants: CC(=O)O, CC1(C)OCCC2C(N=[N+]=[N-])C(=O)N21, O. The product is [N-]=[N+]=NC1C(=O)NC1CCO. RXN SMILES: [CH3:1][C:2](=[O:3])[OH:4].[CH3:5][C:6]1([CH3:18])[N:7]2[C:8](=[O:17])[CH:9]([N:14]=[N+:15]=[N-:16])[CH:10]2[CH2:11][CH2:12][O:13]1.[OH2:19]>>[NH:7]1[C:8](=[O:17])[CH:9]([N:14]=[N+:15]=[N-:16])[CH:10]1[CH2:11][CH2:12][OH:13]. Reactants: C(=O)(O)[O-].[Na+] (NaHCO3), COC(CC=1C(=C(C(=CC1)OC)C1=CC=C(C=C1)C(F)(F)F)C=O)=O ((2-formyl-6-methoxy-4′-trifluoromethyl-biphenyl-3-yl)-acetic acid methyl ester), CN (methylamine), C(#N)[BH3-].[Na+] (sodium cyanoborohydride). Reagents/catalysts: C(C)(=O)O (acetic acid). Run in C(Cl)Cl (CH2Cl2). Reaction conditions: time 8 hour. Yields the product COC(CC=1C=C(C(=CC1)OC)C1=C(C=C(C=C1)C(F)(F)F)CNC)=O ((6-Methoxy-2′-methylaminomethyl-4′-trifluoromethyl-biphenyl-3-yl)-acetic acid methyl ester). Reaction SMILES: [CH3:1][O:2][C:3](=[O:25])[CH2:4][C:5]1[C:6](C=O)=[C:7]([C:13]2[CH:18]=[CH:17][C:16]([C:19]([F:22])([F:21])[F:20])=[CH:15][CH:14]=2)[C:8]([O:11][CH3:12])=[CH:9][CH:10]=1.CN.[C:28]([BH3-])#[N:29].[Na+].[C:32]([O-])(O)=O.[Na+]>C(Cl)Cl.C(O)(=O)C>[CH3:1][O:2][C:3](=[O:25])[CH2:4][C:5]1[CH:6]=[C:7]([C:13]2[CH:14]=[CH:15][C:16]([C:19]([F:20])([F:21])[F:22])=[CH:17][C:18]=2[CH2:32][NH:29][CH3:28])[C:8]([O:11][CH3:12])=[CH:9][CH:10]=1 |f:2.3,4.5|. Reported procedure: To (2-formyl-6-methoxy-4′-trifluoromethyl-biphenyl-3-yl)-acetic acid methyl ester (0.228 g, 0.65 mmol) and methylamine (2M in THF; 0.5 mL, 0.84 mmol) in CH2Cl2 (3.4 mL) was added sodium cyanoborohydride (0.061 g, 0.97 mmol), followed by acetic acid (1 drop). The reaction was stirred at room temperature overnight, until no starting material was seen by analytical LCMS. The solution was neutralized with saturated aqueous NaHCO3 and extracted with CH2Cl2, and the combined organic layers were dried ... Starting materials: CCC(=O)C1CCCCC1, CCO, CCOC(=O)CP(=O)(OCC)OCC, [Na]. Yields the product CCOC(=O)C=C(CC)C1CCCCC1. As a reaction SMILES: [CH2:16]([CH3:17])[C:18](=[O:19])[CH:20]1[CH2:21][CH2:22][CH2:23][CH2:24][CH2:25]1.[CH3:26][CH2:27][OH:28].[CH3:2][CH2:3][O:4][C:5](=[O:6])[CH2:7][P:8]([O:9][CH2:10][CH3:11])([O:12][CH2:13][CH3:14])=[O:15].[Na:1]>>[CH3:2][CH2:3][O:4][C:5](=[O:6])[CH:7]=[C:18]([CH2:16][CH3:17])[CH:20]1[CH2:21][CH2:22][CH2:23][CH2:24][CH2:25]1. Reactants: Cc1cc(N)n[nH]1, CO, O=C(c1ccc(F)cc1)c1nc(Cl)c2cc(F)ccc2n1. The product is Cc1cc(Nc2nc(C(=O)c3ccc(F)cc3)nc3ccc(F)cc23)n[nH]1. Reaction SMILES: [CH3:22][c:23]1[cH:24][c:25]([NH2:28])[n:26][nH:27]1.[CH3:29][OH:30].[Cl:1][c:2]1[n:3][c:4]([C:13](=[O:14])[c:15]2[cH:16][cH:17][c:18]([F:21])[cH:19][cH:20]2)[n:5][c:6]2[cH:7][cH:8][c:9]([F:12])[cH:10][c:11]12>>[c:2]1([NH:28][c:25]2[cH:24][c:23]([CH3:22])[nH:27][n:26]2)[n:3][c:4]([C:13](=[O:14])[c:15]2[cH:16][cH:17][c:18]([F:21])[cH:19][cH:20]2)[n:5][c:6]2[cH:7][cH:8][c:9]([F:12])[cH:10][c:11]12.